This data is from the Open Reaction Database (ORD), a public repository of structured organic reaction records. The task is: describe an organic reaction: reactants, conditions, products, and yield Starting materials: CC(=O)C (acetone), NCCNCCN (di-ethylenetriamine), CC(C(=O)[O-])N(CC1=CC=CC=C1)C(C(=O)[O-])C (dimethyl-N-benzyliminodiacetate). Run in C(C)O (ethanol), C(C)O (ethanol). Product: C(C1=CC=CC=C1)N1CC(NCCNCCNC(C1)=O)=O (1-Benzyl-3,11-dioxo-1,4,7,10-tetraazacyclododecane). The yield is 14.4%. Reaction SMILES: C[CH:2]([N:6]([CH:14](C)[C:15]([O-:17])=O)[CH2:7][C:8]1[CH:13]=[CH:12][CH:11]=[CH:10][CH:9]=1)[C:3]([O-:5])=O.[NH2:19][CH2:20][CH2:21][NH:22][CH2:23][CH2:24][NH2:25].CC(C)=O>C(O)C>[CH2:7]([N:6]1[CH2:2][C:3](=[O:5])[NH:25][CH2:24][CH2:23][NH:22][CH2:21][CH2:20][NH:19][C:15](=[O:17])[CH2:14]1)[C:8]1[CH:9]=[CH:10][CH:11]=[CH:12][CH:13]=1. Reported procedure: To a solution of 31.2 g dimethyl-N-benzyliminodiacetate in 2.5 l of dry ethanol at reflux under nitrogen was added dropwise 12.8 g of di-ethylenetriamine in 160 ml of dry ethanol. Reflux was carried out for a total of 137 hours. The solution was evaporated under reduced pressure leaving a yellow paste. Trituration with acetone left 5.2 g of the desired product as a colorless solid. Reactants: COc1c(Br)cccc1C=O, COC(OC)OC, CO, O=S(=O)(O)Cl. Product: COc1c(Br)cccc1C(OC)OC. Reaction SMILES: [Br:1][c:2]1[c:3]([O:10][CH3:11])[c:4]([CH:5]=[O:6])[cH:7][cH:8][cH:9]1.[CH3:12][O:13][CH:14]([O:15][CH3:16])[O:17][CH3:18].[CH3:24][OH:25].[Cl:19][S:20]([OH:21])(=[O:22])=[O:23]>>[Br:1][c:2]1[c:3]([O:10][CH3:11])[c:4]([CH:14]([O:15][CH3:16])[O:17][CH3:18])[cH:7][cH:8][cH:9]1. Yields the product O=C1Nc2c(cccc2C(F)(F)F)C1c1cc2c(cc1O)OCO2. As a reaction SMILES: [CH2:33]([SiH:34]([CH2:35][CH3:36])[CH2:37][CH3:38])[CH3:39].[OH:1][C:2]1([c:16]2[cH:17][c:18]3[c:19]([cH:23][c:24]2[OH:25])[O:20][CH2:21][O:22]3)[C:3](=[O:15])[NH:4][c:5]2[c:6]([C:11]([F:12])([F:13])[F:14])[cH:7][cH:8][cH:9][c:10]21.[OH:26][C:27]([C:28]([F:29])([F:30])[F:31])=[O:32]>>[CH:2]1([c:16]2[cH:17][c:18]3[c:19]([cH:23][c:24]2[OH:25])[O:20][CH2:21][O:22]3)[C:3](=[O:15])[NH:4][c:5]2[c:6]([C:11]([F:12])([F:13])[F:14])[cH:7][cH:8][cH:9][c:10]21. Reactants: CC[SiH](CC)CC, O=C1Nc2c(C(F)(F)F)cccc2C1(O)c1cc2c(cc1O)OCO2, O=C(O)C(F)(F)F.